From a dataset of the Open Reaction Database (ORD), a public repository of structured organic reaction records. describe an organic reaction: reactants, conditions, products, and yield Procedure: 6.2 g (0.02 mol) of methyl 2-[2-(tetrahydropyran-2-yloxy)-phenyl]-3-fluoromethoxy-acrylate are stirred in 30 ml of methanol at 20° C for 18 hours with 0.5 g of acidic ion exchanger. The ion exchanger is filtered off and the filtrate is concentrated. The residue is chromatographed on silica gel using hexane/acetone (7:3). 3.3 g (73% of theory) of methyl 2-(2-hydroxyphenyl)-3-fluoromethoxy-acrylate are obtained as a pale yellow, viscous oil. Isolated yield 72.9%. RXN SMILES: O1CCCCC1[O:7][C:8]1[CH:13]=[CH:12][CH:11]=[CH:10][C:9]=1[C:14](=[CH:19][O:20][CH2:21][F:22])[C:15]([O:17][CH3:18])=[O:16]>CO>[OH:7][C:8]1[CH:13]=[CH:12][CH:11]=[CH:10][C:9]=1[C:14](=[CH:19][O:20][CH2:21][F:22])[C:15]([O:17][CH3:18])=[O:16]. Yields the product OC1=C(C=CC=C1)C(C(=O)OC)=COCF (methyl 2-(2-hydroxyphenyl)-3-fluoromethoxy-acrylate). Solvent: CO (methanol). Starting materials: O1C(CCCC1)OC1=C(C=CC=C1)C(C(=O)OC)=COCF (methyl 2-[2-(tetrahydropyran-2-yloxy)-phenyl]-3-fluoromethoxy-acrylate), acidic ion. The reactants are CN(C)C=O (DMF), O=P(Cl)(Cl)Cl (POCl3), C(C)OC(=O)N1C2CC(CC1CC2)=O (8-Ethoxycarbonyl-8-azabicyclo[3.2.1]octane-3-one), ice water. Solvent: C(Cl)Cl (CH2Cl2), C(Cl)Cl (CH2Cl2). The product is C(C)OC(=O)N1C2C(=C(CC1CC2)Cl)C=O (8-Ethoxycarbonyl-3-chloro-2-formyl-8-azabicyclo[3.2.1]oct-2-ene). Yield: 99.1%. Reaction SMILES: CN([CH:4]=[O:5])C.O=P(Cl)(Cl)[Cl:8].[CH2:11]([O:13][C:14]([N:16]1[CH:21]2[CH2:22][CH2:23][CH:17]1[CH2:18][C:19](=O)[CH2:20]2)=[O:15])[CH3:12]>C(Cl)Cl>[CH2:11]([O:13][C:14]([N:16]1[CH:21]2[CH2:22][CH2:23][CH:17]1[C:18]([CH:4]=[O:5])=[C:19]([Cl:8])[CH2:20]2)=[O:15])[CH3:12]. Procedure: To a solution of dry DMF (45 g, 0.6 mol) in dry CH2Cl2 (150 ml) was added POCl3 (75 g, 0.5 mol) at 0°-10° C. 8-Ethoxycarbonyl-8-azabicyclo[3.2.1]octane-3-one (57 g, 0.29 mol) dissolved in dry CH2Cl2 (60 mol) was added. The reaction mixture was stirred over night at room temperature, then added to ice water (1.000 ml). The phases were separated and the water phase extracted with CH (2×200 ml). The combined CH2Cl2 extracts were washed with a saturated NaHCO3 solution and water, dried and evaporate... Starting materials: CC(=O)Cl, CN(C)C=O, [H-], [Na+], CCCc1c(C=O)ccc(OC)c1O. Yields the product CCCc1c(C=O)ccc(OC)c1OC(C)=O. RXN SMILES: [CH3:17][C:18]([Cl:19])=[O:20].[CH3:21][N:22]([CH3:23])[CH:24]=[O:25].[H-:15].[Na+:16].[OH:1][c:2]1[c:3]([CH2:12][CH2:13][CH3:14])[c:4]([CH:5]=[O:6])[cH:7][cH:8][c:9]1[O:10][CH3:11]>>[O:1]([c:2]1[c:3]([CH2:12][CH2:13][CH3:14])[c:4]([CH:5]=[O:6])[cH:7][cH:8][c:9]1[O:10][CH3:11])[C:18]([CH3:17])=[O:20]. The reactants are C(C1=CC=CC=C1)OC1=C(C=CC(=C1)C(CCCCCC)(C)C)[C@@H]1CC(CC[C@H]1CC=C)=O (trans-3-[2-benzyloxy-4-(1,1-dimethylheptyl)phenyl]-4-(2-propenyl)cyclohexanone), [OH-].[Na+] (sodium hydroxide), C(CO)O (ethylene glycol), O.C1(=CC=C(C=C1)S(=O)(=O)O)C (p-toluenesulfonic acid monohydrate). Run in CCCCC (pentane), C1=CC=CC=C1 (benzene), CCOCC (ether). Yields the product C1COC2(C[C@H]([C@@H](CC2)CC=C)C2=C(C=C(C=C2)C(CCCCCC)(C)C)OCC2=CC=CC=C2)O1 (Trans-3-[2-Benzyloxy-4-(1,1-dimethylheptyl)phenyl]-4-(2-propenyl)cyclohexanone ethylene ketal). RXN SMILES: [CH2:1]([O:8][C:9]1[CH:14]=[C:13]([C:15]([CH3:23])([CH3:22])[CH2:16][CH2:17][CH2:18][CH2:19][CH2:20][CH3:21])[CH:12]=[CH:11][C:10]=1[C@H:24]1[C@H:29]([CH2:30][CH:31]=[CH2:32])[CH2:28][CH2:27][C:26](=[O:33])[CH2:25]1)[C:2]1[CH:7]=[CH:6][CH:5]=[CH:4][CH:3]=1.[CH2:34](O)[CH2:35][OH:36].O.C1(C)C=CC(S(O)(=O)=O)=CC=1.[OH-].[Na+]>CCCCC.CCOCC.C1C=CC=CC=1>[CH2:35]1[O:36][C:26]2([CH2:27][CH2:28][C@@H:29]([CH2:30][CH:31]=[CH2:32])[C@H:24]([C:10]3[CH:11]=[CH:12][C:13]([C:15]([CH3:22])([CH3:23])[CH2:16][CH2:17][CH2:18][CH2:19][CH2:20][CH3:21])=[CH:14][C:9]=3[O:8][CH2:1][C:2]3[CH:3]=[CH:4][CH:5]=[CH:6][CH:7]=3)[CH2:25]2)[O:33][CH2:34]1 |f:2.3,4.5|. Procedure details: A mixture of 17.0 g. (38.1 mmoles) of trans-3-[2-benzyloxy-4-(1,1-dimethylheptyl)phenyl]-4-(2-propenyl)cyclohexanone, 47.2 g. (0.762 mole) ethylene glycol and 250 mg. of p-toluenesulfonic acid monohydrate in 200 ml. of benzene was heated at reflux for 3 hours with a Dean-Stark trap. The reaction was cooled and added to 200 ml. 1N sodium hydroxide, 100 ml. ether and 100 ml. pentane. The organic extract was washed twice with 200 ml. portions of water, twice with 200 ml. portions of saturated sodiu... The reagents and catalysts are [Pd].C1(=CC=CC=C1)P(C1=CC=CC=C1)C1=CC=CC=C1.C1(=CC=CC=C1)P(C1=CC=CC=C1)C1=CC=CC=C1.C1(=CC=CC=C1)P(C1=CC=CC=C1)C1=CC=CC=C1.C1(=CC=CC=C1)P(C1=CC=CC=C1)C1=CC=CC=C1 (Tetrakis(triphenylphosphine) palladium (0)). Solvent: C1(=CC=CC=C1)C (toluene), O1CCCC1 (tetrahydrofuran), C1(=CC=CC=C1)C (toluene). Procedure: Crude (2S,3R)-1-tert-butoxycarbonyl-3-(3-hydroxypropyn-1-yl)-2-phenylpiperidin-3-ol (Description 18; 45 g) was dissolved in toluene (750 ml) and degassed with nitrogen. Tetrakis(triphenylphosphine) palladium (0) (2.30 g, 2.0 mmol) in toluene (600 ml) was added and the mixture was degassed. Tributyltin hydride (35.78 ml, 38.71 g, 133 mmol) was added dropwise over 15 minutes, with stirring and cooling (internal temperature below 25° C.). The mixture was stirred at room temperature for 1 hour, then... Yields the product C(C)(C)(C)OC(=O)N1[C@H]([C@]2(C=C(CO2)[Sn](CCCC)(CCCC)CCCC)CCC1)C1=CC=CC=C1 ((5R,6S)-7-(tert-Butoxycarbonyl)-6-phenyl-3-(tributylstannyl)-7-aza-1-oxa-spiro[4.5]dec-3-ene). Isolated yield 66.7%. The reactants are N(=NC(=O)OCC)C(=O)OCC (diethyl azodicarboxylate), C(C)(C)(C)OC(=O)N1[C@H]([C@](CCC1)(O)C#CCO)C1=CC=CC=C1 ((2S,3R)-1-tert-butoxycarbonyl-3-(3-hydroxypropyn-1-yl)-2-phenylpiperidin-3-ol), C1(=CC=CC=C1)P(C1=CC=CC=C1)C1=CC=CC=C1 (triphenylphosphine), C(CCC)[SnH](CCCC)CCCC (Tributyltin hydride). RXN SMILES: [C:1]([O:5][C:6]([N:8]1[CH2:13][CH2:12][CH2:11][C@:10]([C:15]#[C:16][CH2:17]O)([OH:14])[C@@H:9]1[C:19]1[CH:24]=[CH:23][CH:22]=[CH:21][CH:20]=1)=[O:7])([CH3:4])([CH3:3])[CH3:2].[CH2:25]([SnH:29]([CH2:34][CH2:35][CH2:36][CH3:37])[CH2:30][CH2:31][CH2:32][CH3:33])[CH2:26][CH2:27][CH3:28].C1(P(C2C=CC=CC=2)C2C=CC=CC=2)C=CC=CC=1.N(C(OCC)=O)=NC(OCC)=O>C1(C)C=CC=CC=1.O1CCCC1.[Pd].C1(P(C2C=CC=CC=2)C2C=CC=CC=2)C=CC=CC=1.C1(P(C2C=CC=CC=2)C2C=CC=CC=2)C=CC=CC=1.C1(P(C2C=CC=CC=2)C2C=CC=CC=2)C=CC=CC=1.C1(P(C2C=CC=CC=2)C2C=CC=CC=2)C=CC=CC=1>[C:1]([O:5][C:6]([N:8]1[CH2:13][CH2:12][CH2:11][C@:10]2([O:14][CH2:17][C:16]([Sn:29]([CH2:30][CH2:31][CH2:32][CH3:33])([CH2:34][CH2:35][CH2:36][CH3:37])[CH2:25][CH2:26][CH2:27][CH3:28])=[CH:15]2)[C@@H:9]1[C:19]1[CH:20]=[CH:21][CH:22]=[CH:23][CH:24]=1)=[O:7])([CH3:4])([CH3:3])[CH3:2] |f:6.7.8.9.10|. The reactants are Cl.NCC(=O)C1=CC=C(C=C1)Br (2-amino-1-(4-bromophenyl)ethanone hydrochloride), [OH-].[Na+] (sodium hydroxide), FC=1C=C2C(C(NC2=CC1)=O)=O (5-fluoroisatin). The solvent is C(C)O (ethanol), O1CCCC1 (tetrahydrofuran), O (water), O (water), O (water). Run at temperature 85 celsius. Product: NC=1C(=NC2=CC=C(C=C2C1C(=O)O)F)C1=CC=C(C=C1)Br (3-Amino-6-fluoro-2-(4-bromophenyl)-4-quinolinecarboxylic acid). Yield: 86.3%. As a reaction SMILES: [F:1][C:2]1[CH:3]=[C:4]2[C:8](=[CH:9][CH:10]=1)[NH:7][C:6](=[O:11])[C:5]2=O.[OH-:13].[Na+].Cl.[NH2:16][CH2:17][C:18]([C:20]1[CH:25]=[CH:24][C:23]([Br:26])=[CH:22][CH:21]=1)=O>O.C(O)C.O1CCCC1>[NH2:16][C:17]1[C:18]([C:20]2[CH:25]=[CH:24][C:23]([Br:26])=[CH:22][CH:21]=2)=[N:7][C:8]2[C:4]([C:5]=1[C:6]([OH:11])=[O:13])=[CH:3][C:2]([F:1])=[CH:10][CH:9]=2 |f:1.2,3.4|. Procedure: To a stirred suspension of 4.13 g of 5-fluoroisatin in 40 ml of water was added a solution of 5.62 g of sodium hydroxide in 20 ml of water. The solution was heated to 85° C. and a solution 8.8 g of 2-amino-1-(4-bromophenyl)ethanone hydrochloride in a mixture of 61 ml of ethanol and 15 ml of tetrahydrofuran and 61 ml of water was added dropwise over 2 hours. After the addition was complete, the solution was refluxed for an additional 30 minutes and then the ethanol and tetrahydrofuran were remove... Reactants: C=CCC1(S(=O)(=O)Cl)CC1, COc1cc(F)c(F)c(Nc2ccc(I)cc2F)c1N, c1ccncc1. The product is C=CCC1(S(=O)(=O)Nc2c(OC)cc(F)c(F)c2Nc2ccc(I)cc2F)CC1. Reaction SMILES: [CH2:21]([CH:22]=[CH2:23])[C:24]1([S:27](=[O:28])(=[O:29])[Cl:30])[CH2:25][CH2:26]1.[F:1][c:2]1[cH:3][c:4]([O:19][CH3:20])[c:5]([NH2:18])[c:6]([NH:9][c:10]2[c:11]([F:17])[cH:12][c:13]([I:16])[cH:14][cH:15]2)[c:7]1[F:8].[cH:31]1[cH:32][cH:33][n:34][cH:35][cH:36]1>>[F:1][c:2]1[cH:3][c:4]([O:19][CH3:20])[c:5]([NH:18][S:27]([C:24]2([CH2:21][CH:22]=[CH2:23])[CH2:25][CH2:26]2)(=[O:28])=[O:29])[c:6]([NH:9][c:10]2[c:11]([F:17])[cH:12][c:13]([I:16])[cH:14][cH:15]2)[c:7]1[F:8].